describe an organic reaction: reactants, conditions, products, and yield From a dataset of the Open Reaction Database (ORD), a public repository of structured organic reaction records. The reactants are CCCC(=O)c1cnc2c(OCCSC)cccc2c1Nc1c(C)cccc1Cl, ClCCl, [O-]Cl, [Na+], O. The product is CCCC(=O)c1cnc2c(OCCS(C)=O)cccc2c1Nc1c(C)cccc1Cl. Reaction SMILES: [C:1]([CH2:2][CH2:3][CH3:4])(=[O:5])[c:6]1[cH:7][n:8][c:9]2[c:10]([O:25][CH2:26][CH2:27][S:28][CH3:29])[cH:11][cH:12][cH:13][c:14]2[c:15]1[NH:16][c:17]1[c:18]([CH3:24])[cH:19][cH:20][cH:21][c:22]1[Cl:23].[CH2:34]([Cl:35])[Cl:36].[Cl:31][O-:32].[Na+:33].[OH2:30]>>[C:1]([CH2:2][CH2:3][CH3:4])(=[O:5])[c:6]1[cH:7][n:8][c:9]2[c:10]([O:25][CH2:26][CH2:27][S:28]([CH3:29])=[O:30])[cH:11][cH:12][cH:13][c:14]2[c:15]1[NH:16][c:17]1[c:18]([CH3:24])[cH:19][cH:20][cH:21][c:22]1[Cl:23]. Reactants: C(=O)NC=1C2=C(SC1C1=CC=CC=C1)C=CC=C2 (3-formamido-2-phenyl-benzo(b)thiophene), [H-].[Li+] (lithium hydride), [Al] (aluminium), [Li] (lithium), [H-].[Al+3].[H-].[H-] (aluminium hydride). Solvent: O (water), C(Cl)Cl (CH2Cl2), O1CCOCC1 (dioxane). Run at time 15 minute. Product: CNC=1C2=C(SC1C1=CC=CC=C1)C=CC=C2 (3-methylamino-2-phenyl-benzo(b)thiophene). RXN SMILES: [CH:1]([NH:3][C:4]1[C:5]2[CH:18]=[CH:17][CH:16]=[CH:15][C:6]=2[S:7][C:8]=1[C:9]1[CH:14]=[CH:13][CH:12]=[CH:11][CH:10]=1)=O.[H-].[Li+].[Al].[Li].[H-].[Al+3].[H-].[H-]>O1CCOCC1.C(Cl)Cl.O>[CH3:1][NH:3][C:4]1[C:5]2[CH:18]=[CH:17][CH:16]=[CH:15][C:6]=2[S:7][C:8]=1[C:9]1[CH:14]=[CH:13][CH:12]=[CH:11][CH:10]=1 |f:1.2,5.6.7.8,^1:21|. Procedure: 3.0 g (11.8 mmol) of 3-formamido-2-phenyl-benzo(b)thiophene and 1.08 g (28.4 mmol) of lithium hydride and aluminium are refluxed with stirring for 30 minutes in 60 milliliters of absolute dioxane. The cooled reaction mixture is mixed with water to decompose the excess lithium and aluminium hydride and, after the addition of approximately 100 milliliters of CH2Cl2, it is stirred for a further 15 minutes. After centrifuging with the addition of the hyflo, the organic phase is dried over K2CO3 and ... Reactants: ClC1=NC2=CC=C(C(=C2C=C1)NC(CC1CCCCC1)=O)Cl (N-(2,6-dichloro-5-quinolinyl)-cyclohexaneacetamide), N1CCNCC1 (piperazine), O (water), Example 1 ( a ), C([O-])([O-])=O.[K+].[K+] (potassium carbonate). Run in CN1C(CCC1)=O (N-methylpyrrolidinone). Run at temperature 120 celsius. The product is Cl.Cl.ClC=1C(=C2C=CC(=NC2=CC1)N1CCNCC1)NC(CC1CCCCC1)=O (N-[6-Chloro-2-(1-piperazinyl)-5-quinolinyl]-cyclohexaneacetamide, Dihydrochloride). Isolated yield 69.0%. Reaction SMILES: [Cl:1][C:2]1[CH:11]=[CH:10][C:9]2[C:4](=[CH:5][CH:6]=[C:7]([Cl:22])[C:8]=2[NH:12][C:13](=[O:21])[CH2:14][CH:15]2[CH2:20][CH2:19][CH2:18][CH2:17][CH2:16]2)[N:3]=1.C(=O)([O-])[O-].[K+].[K+].[NH:29]1[CH2:34][CH2:33][NH:32][CH2:31][CH2:30]1.O>CN1CCCC1=O>[ClH:1].[ClH:1].[Cl:22][C:7]1[C:8]([NH:12][C:13](=[O:21])[CH2:14][CH:15]2[CH2:20][CH2:19][CH2:18][CH2:17][CH2:16]2)=[C:9]2[C:4](=[CH:5][CH:6]=1)[N:3]=[C:2]([N:29]1[CH2:34][CH2:33][NH:32][CH2:31][CH2:30]1)[CH:11]=[CH:10]2 |f:1.2.3,7.8.9|. Procedure details: To a stirred solution of N-(2,6-dichloro-5-quinolinyl)-cyclohexaneacetamide (Example 1 (a)) (170 mg) and potassium carbonate (350 mg) in N-methylpyrrolidinone (4 mL) was added piperazine (600 mg). The mixture was heated at 120° C. for 3 hours after which it was cooled and poured into water. The mixture was extracted with dichloromethane and the combined extracts evaporated to give a residue which was then partitioned between water and ethyl acetate. The organic layer was separated and the aqueou... The reactants are NC1=NC(=CC(=N1)C)C (2-amino-4,6-dimethylpyrimidine), ClCC(CCl)=O (1,3-dichloro-2-propanone). Solvent: COCCOC (1,2-dimethoxyethane). Yields the product ClCC=1N=C2N(C(=CC(=N2)C)C)C1 (2-Chloromethyl-5,7-dimethyl-imidazo[1,2-a]pyrimidine), hydrochloride salt. Isolated yield 19.0%. Reaction SMILES: [NH2:1][C:2]1[N:7]=[C:6]([CH3:8])[CH:5]=[C:4]([CH3:9])[N:3]=1.[Cl:10][CH2:11][C:12](=O)[CH2:13]Cl>COCCOC>[Cl:10][CH2:11][C:12]1[N:1]=[C:2]2[N:7]=[C:6]([CH3:8])[CH:5]=[C:4]([CH3:9])[N:3]2[CH:13]=1. Reported procedure: A solution of 2-amino-4,6-dimethylpyrimidine (2.46 g, 20.0 mmol) and 1,3-dichloro-2-propanone (2.67 g, 21.0 mmol) in 1,2-dimethoxyethane (20 mL) was stirred at 45° C. overnight. A precipitate formed, and this was collected by filtration, and was then refluxed with ethanol (15 mL) for 2 hours. After cooling to room temperature, the product precipitated as white needles which were collected by filtration and vacuum dried to yield the title compound pure as its hydrochloride salt (883 mg, 19%). 1H ... Starting materials: Cc1nccc(Cl)n1, CC(c1ccc(B2OC(C)(C)C(C)(C)O2)cc1)N1CCC(CC(C)(C)C#N)(c2ccc(F)cc2)OC1=O. Product: Cc1nccc(-c2ccc(C(C)N3CCC(CC(C)(C)C#N)(c4ccc(F)cc4)OC3=O)cc2)n1. As a reaction SMILES: [Cl:38][c:39]1[n:40][c:41]([CH3:45])[n:42][cH:43][cH:44]1.[F:1][c:2]1[cH:3][cH:4][c:5]([C:8]2([CH2:32][C:33]([C:34]#[N:35])([CH3:36])[CH3:37])[CH2:9][CH2:10][N:11]([CH:15]([CH3:16])[c:17]3[cH:18][cH:19][c:20]([B:23]4[O:24][C:25]([CH3:26])([CH3:27])[C:28]([CH3:29])([CH3:30])[O:31]4)[cH:21][cH:22]3)[C:12](=[O:14])[O:13]2)[cH:6][cH:7]1>>[F:1][c:2]1[cH:3][cH:4][c:5]([C:8]2([CH2:32][C:33]([C:34]#[N:35])([CH3:36])[CH3:37])[CH2:9][CH2:10][N:11]([CH:15]([CH3:16])[c:17]3[cH:18][cH:19][c:20](-[c:39]4[n:40][c:41]([CH3:45])[n:42][cH:43][cH:44]4)[cH:21][cH:22]3)[C:12](=[O:14])[O:13]2)[cH:6][cH:7]1. The reactants are ON1C(CC(CC1(C)C)O)(C)C (1-oxyl-4-hydroxy-2,2,6,6-tetramethylpiperidine), C1(=CC(=CC=C1)C)C (m-xylene). Reaction conditions: temperature 135.5 celsius. Yields the product CC=1C=C(CON2C(CC(CC2(C)C)O)(C)C)C=CC1 (1-(3-Methylbenzyl)oxy-4-hydroxy-2,2,6,6-tetramethylpiperidine). The yield is 25.2%. RXN SMILES: [OH:1][N:2]1[C:7]([CH3:9])([CH3:8])[CH2:6][CH:5]([OH:10])[CH2:4][C:3]1([CH3:12])[CH3:11].[C:13]1([CH3:20])[CH:18]=[CH:17][CH:16]=[C:15]([CH3:19])[CH:14]=1>>[CH3:20][C:13]1[CH:14]=[C:15]([CH:16]=[CH:17][CH:18]=1)[CH2:19][O:1][N:2]1[C:7]([CH3:8])([CH3:9])[CH2:6][CH:5]([OH:10])[CH2:4][C:3]1([CH3:12])[CH3:11]. Reported procedure: A mixture of 8.60 g (0.05 mol) of 1-oxyl-4-hydroxy-2,2,6,6-tetramethylpiperidine and 106.17 g (1.0 mol) of m-xylene under a nitrogen atmosphere is heated at 135-136° C. for 69 hours. The reaction mixture is filtered to remove 1,4-dihydroxy-2,2,6,6-tetramethylpiperidine, and the filtrate is washed with 10 w/v % ascorbic acid (3×33 mL) and distilled water (2×50 mL). The organic phase is dried over anhydrous sodium sulfate and the volatiles are removed in vacuo. The residue is recrystallized from h... Starting materials: C(C1=CC=CC=C1)N1C(C=2N(CC1)N=C(C2)C2=CC=C(C=C2)F)=O (5-Benzyl-2-(4-fluorophenyl)-6,7-dihydropyrazolo[1,5-a]pyrazin-4(5H)-one), [H-].[H-].[H-].[H-].[Li+].[Al+3] (LAH). Run in C1CCOC1 (THF). Conditions: time 12 hour. Product: C(C1=CC=CC=C1)N1CC=2N(CC1)N=C(C2)C2=CC=C(C=C2)F (5-Benzyl-2-(4-fluorophenyl)-4,5,6,7-tetrahydropyrazolo[1,5-a]pyrazine). Isolated yield 77.2%. Reaction SMILES: [CH2:1]([N:8]1[CH2:13][CH2:12][N:11]2[N:14]=[C:15]([C:17]3[CH:22]=[CH:21][C:20]([F:23])=[CH:19][CH:18]=3)[CH:16]=[C:10]2[C:9]1=O)[C:2]1[CH:7]=[CH:6][CH:5]=[CH:4][CH:3]=1.[H-].[H-].[H-].[H-].[Li+].[Al+3]>C1COCC1>[CH2:1]([N:8]1[CH2:13][CH2:12][N:11]2[N:14]=[C:15]([C:17]3[CH:18]=[CH:19][C:20]([F:23])=[CH:21][CH:22]=3)[CH:16]=[C:10]2[CH2:9]1)[C:2]1[CH:7]=[CH:6][CH:5]=[CH:4][CH:3]=1 |f:1.2.3.4.5.6|. Procedure: To a solution of Intermediate 1D (23.00 g, 71.6 mmol) in THF (230 mL) under N2 at −10° C. was added LAH (59.6 mL, 2.4 M solution in THF, 143 mmol). Reaction mixture was allowed to stir at room temperature for 12 h. Reaction mixture was quenched with ice-cold water and filtered through CELITE® pad and the filtrate was extracted with chloroform (3×150 mL) The combined organic layer was washed with brine, dried over Na2SO4, filtered and concentrated. The residue was triturated with diethyl ether (2...